From a dataset of the Open Reaction Database (ORD), a public repository of structured organic reaction records. describe an organic reaction: reactants, conditions, products, and yield Yield: 98.7%. Reactants: C(C)(C)(C)OC(NC1CN(CC1)C1=CC(=C(C=C1)[N+](=O)[O-])C)=O ([1-(3-Methyl-4-nitrophenyl)-pyrrolidin-3-yl]-carbamic acid tert-butyl ester), [Cl-].[NH4+] (ammonium chloride), C(C)O (ethanol). Reaction SMILES: [C:1]([O:5][C:6](=[O:23])[NH:7][CH:8]1[CH2:12][CH2:11][N:10]([C:13]2[CH:18]=[CH:17][C:16]([N+:19]([O-])=O)=[C:15]([CH3:22])[CH:14]=2)[CH2:9]1)([CH3:4])([CH3:3])[CH3:2].[Cl-].[NH4+].C(O)C>[Fe].O>[C:1]([O:5][C:6](=[O:23])[NH:7][CH:8]1[CH2:12][CH2:11][N:10]([C:13]2[CH:18]=[CH:17][C:16]([NH2:19])=[C:15]([CH3:22])[CH:14]=2)[CH2:9]1)([CH3:4])([CH3:3])[CH3:2] |f:1.2|. The solvent is O (water). Reagents/catalysts: [Fe] (iron). Procedure details: [1-(3-Methyl-4-nitrophenyl)-pyrrolidin-3-yl]-carbamic acid tert-butyl ester (1.744 g), iron powder (1.52 g), ammonium chloride (1.45 g), ethanol (50 ml) and water (50 ml) were heated to reflux temperature under nitrogen for 2 hours. The mixture was cooled and the iron filtered off. Water (200 ml) was added to the residue and the product extracted into ethyl acetate (3×200 ml), dried (MgSO4), and concentrated to give the sub-title compound (1.56 g). Product: C(C)(C)(C)OC(NC1CN(CC1)C1=CC(=C(C=C1)N)C)=O ((±)-[1-(4-Amino-3-methylphenyl)-pyrrolidin-3-yl]-carbamic acid tert-butyl ester). Reactants: O=C(O)CCCCBr, ClCCl, O=[N+]([O-])O, O=S(=O)(O)O. Yields the product O=C(O)CCCCO[N+](=O)[O-]. Reaction SMILES: [Br:10][CH2:11][CH2:12][CH2:13][CH2:14][C:15](=[O:16])[OH:17].[Cl:18][CH2:19][Cl:20].[OH:6][N+:7]([O-:8])=[O:9].[S:1](=[O:2])(=[O:3])([OH:4])[OH:5]>>[O-:6][N+:7]([O:8][CH2:11][CH2:12][CH2:13][CH2:14][C:15](=[O:16])[OH:17])=[O:9]. Starting materials: C(C1=CC=CC=C1)OC=1C=CC=C2C=CNC12 (7-benzyloxyindole), C(#N)[BH3-].[Na+] (sodium cyanoborohydride), [OH-].[Na+] (sodium hydroxide). The solvent is light petroleum, C(C)(=O)OCC (ethyl acetate), C(C)(=O)OCC (ethyl acetate), C(C)(=O)O (acetic acid). Reaction conditions: time 4 hour. Product: C(C1=CC=CC=C1)OC=1C=CC=C2CCNC12 (7-Benzyloxyindoline). Isolated yield 87.3%. Reaction SMILES: [CH2:1]([O:8][C:9]1[CH:10]=[CH:11][CH:12]=[C:13]2[C:17]=1[NH:16][CH:15]=[CH:14]2)[C:2]1[CH:7]=[CH:6][CH:5]=[CH:4][CH:3]=1.C([BH3-])#N.[Na+].[OH-].[Na+]>C(O)(=O)C.C(OCC)(=O)C>[CH2:1]([O:8][C:9]1[CH:10]=[CH:11][CH:12]=[C:13]2[C:17]=1[NH:16][CH2:15][CH2:14]2)[C:2]1[CH:3]=[CH:4][CH:5]=[CH:6][CH:7]=1 |f:1.2,3.4|. Procedure details: A magnetically stirred solution of 7-benzyloxyindole (16.0 g, 71.66 mmol) in glacial acetic acid (200 ml) at 10° C. under nitrogen was treated with sodium cyanoborohydride (10.0 g, 0.159 mol) in portions via a powder funnel maintaining an addition temperature of below 17° C. Resulting white suspension was stirred below 20° C. for 4 h and quenched with water (300 ml). Evaporation in vacuo gave a colourless oil which was diluted with ethyl acetate (300 ml) treated with 2M sodium hydroxide (400 ml)... The reactants are CC1CC(N(Cc2ccccc2)Cc2ccccc2)CCN1CCn1c(=O)ccc2c(F)cc(F)cc21, CO, [OH-], [OH-], [Pd+2]. Yields the product CC1CC(N)CCN1CCn1c(=O)ccc2c(F)cc(F)cc21. As a reaction SMILES: [CH2:1]([N:8]([CH2:2][c:3]1[cH:4][cH:5][cH:6][cH:7][cH:31]1)[CH:9]1[CH2:10][CH:11]([CH3:30])[N:12]([CH2:15][CH2:16][n:17]2[c:18](=[O:29])[cH:19][cH:20][c:21]3[c:22]([F:28])[cH:23][c:24]([F:27])[cH:25][c:26]23)[CH2:13][CH2:14]1)[c:32]1[cH:33][cH:34][cH:35][cH:36][cH:37]1.[CH3:38][OH:39].[OH-:40].[OH-:42].[Pd+2:41]>>[NH2:8][CH:9]1[CH2:10][CH:11]([CH3:30])[N:12]([CH2:15][CH2:16][n:17]2[c:18](=[O:29])[cH:19][cH:20][c:21]3[c:22]([F:28])[cH:23][c:24]([F:27])[cH:25][c:26]23)[CH2:13][CH2:14]1. Product: BrCCN1S(N(C2=C1C=CC=C2)C2=C(C=C(C=C2)F)C)(=O)=O (1-(2-bromoethyl)-3-(4-fluoro-2-methylphenyl)-1,3-dihydro-2,1,3-benzothiadiazole 2,2-dioxide). Reported procedure: 1-(4-fluoro-2-methylphenyl)-1,3-dihydro-2,1,3-benzothiadiazole 2,2-dioxide (prepared analogously as described in general procedure I, 0.35 g, 1.3 mmol) was treated with triphenylphosphine (0.46 g, 1.5 mmol), 2-bromoethanol (0.21 g, 1.4 mmol) and diisopropylazodicarboxylate (0.35 g, 1.7 mmol) to provide 0.32 g of 1-(2-bromoethyl)-3-(4-fluoro-2-methylphenyl)-1,3-dihydro-2,1,3-benzothiadiazole 2,2-dioxide. HRMS: calculated for C15H14BrFN2O2S, 383.99434; found (EI, M+), 383.9958 Starting materials: C1(=CC=CC=C1)P(C1=CC=CC=C1)C1=CC=CC=C1 (triphenylphosphine), BrCCO (2-bromoethanol), CC(C)OC(=O)/N=N/C(=O)OC(C)C (diisopropylazodicarboxylate), FC1=CC(=C(C=C1)N1S(NC2=C1C=CC=C2)(=O)=O)C (1-(4-fluoro-2-methylphenyl)-1,3-dihydro-2,1,3-benzothiadiazole 2,2-dioxide). RXN SMILES: [F:1][C:2]1[CH:7]=[CH:6][C:5]([N:8]2[C:12]3[CH:13]=[CH:14][CH:15]=[CH:16][C:11]=3[NH:10][S:9]2(=[O:18])=[O:17])=[C:4]([CH3:19])[CH:3]=1.C1(P(C2C=CC=CC=2)C2C=CC=CC=2)C=CC=CC=1.[Br:39][CH2:40][CH2:41]O.CC(OC(/N=N/C(OC(C)C)=O)=O)C>>[Br:39][CH2:40][CH2:41][N:10]1[C:11]2[CH:16]=[CH:15][CH:14]=[CH:13][C:12]=2[N:8]([C:5]2[CH:6]=[CH:7][C:2]([F:1])=[CH:3][C:4]=2[CH3:19])[S:9]1(=[O:17])=[O:18]. The reactants are CCN(CC)C(=O)c1cc(Br)ccc1O, O=C([O-])[O-], CC#N, Fc1ccnc(Cl)c1, [Cs+], [Cs+]. Yields the product CCN(CC)C(=O)c1cc(Br)ccc1Oc1ccnc(Cl)c1. RXN SMILES: [Br:9][c:10]1[cH:11][cH:12][c:13]([OH:23])[c:14]([C:15](=[O:16])[N:17]([CH2:18][CH3:19])[CH2:20][CH3:21])[cH:22]1.[C:24](=[O:25])([O-:26])[O-:27].[CH3:30][C:31]#[N:32].[Cl:1][c:2]1[n:3][cH:4][cH:5][c:6]([F:8])[cH:7]1.[Cs+:28].[Cs+:29]>>[Cl:1][c:2]1[n:3][cH:4][cH:5][c:6]([O:23][c:13]2[cH:12][cH:11][c:10]([Br:9])[cH:22][c:14]2[C:15](=[O:16])[N:17]([CH2:18][CH3:19])[CH2:20][CH3:21])[cH:7]1. The solvent is ClCCl (dichloromethane). As a reaction SMILES: [F:1][C:2]([F:36])([F:35])[C:3]1[CH:4]=[C:5]([CH:28]=[C:29]([C:31]([F:34])([F:33])[F:32])[CH:30]=1)[CH2:6][N:7]([C@@H:14]1[C:20]2=[CH:21][C:22]3[CH2:23][O:24][CH2:25][C:26]=3[CH:27]=[C:19]2[NH:18][CH2:17][CH2:16][CH2:15]1)[C:8]1[N:9]=[N:10][N:11]([CH3:13])[N:12]=1.[CH:37]1([CH:42]=O)[CH2:41][CH2:40][CH2:39][CH2:38]1.C(O)(=O)C.C(O[BH-](OC(=O)C)OC(=O)C)(=O)C.[Na+]>ClCCl>[F:36][C:2]([F:1])([F:35])[C:3]1[CH:4]=[C:5]([CH:28]=[C:29]([C:31]([F:32])([F:33])[F:34])[CH:30]=1)[CH2:6][N:7]([C@@H:14]1[C:20]2=[CH:21][C:22]3[CH2:23][O:24][CH2:25][C:26]=3[CH:27]=[C:19]2[N:18]([CH2:42][CH:37]2[CH2:41][CH2:40][CH2:39][CH2:38]2)[CH2:17][CH2:16][CH2:15]1)[C:8]1[N:9]=[N:10][N:11]([CH3:13])[N:12]=1 |f:3.4|. Procedure details: To a solution of (S)-(3,5-bis-trifluoromethyl-benzyl)-(3,5,6,7,8,9-hexahydro-1H-2-oxa-5-aza-cyclohepta[f]inden-9-yl)-(2-methyl-2H-tetrazol-5-yl)-amine (0.195 mmol) dichloroethane (5 mL), add cyclopentanecarbaldehyde (0.780 mmol) along with a catalytic amount of acetic acid. Add sodium triacetoxyborohydride (0.975 mmol) and stir at room temperature overnight. Quench the reaction with aqueous sodium carbonate (5 mL) and dilute with dichloromethane (5 mL). Dry the organic portion, filter, and remov... Reactants: FC(C=1C=C(CN(C=2N=NN(N2)C)[C@H]2CCCNC=3C2=CC=2COCC2C3)C=C(C1)C(F)(F)F)(F)F ((S)-(3,5-bis-trifluoromethyl-benzyl)-(3,5,6,7,8,9-hexahydro-1H-2-oxa-5-aza-cyclohepta[f]inden-9-yl)-(2-methyl-2H-tetrazol-5-yl)-amine), C1(CCCC1)C=O (cyclopentanecarbaldehyde), C(C)(=O)O (acetic acid), C(C)(=O)O[BH-](OC(C)=O)OC(C)=O.[Na+] (sodium triacetoxyborohydride). The product is FC(C=1C=C(CN(C=2N=NN(N2)C)[C@H]2CCCN(C=3C2=CC=2COCC2C3)CC3CCCC3)C=C(C1)C(F)(F)F)(F)F ((S)-(3,5-Bis-trifluoromethyl-benzyl)-(5-cyclopentylmethyl-3,5,6,7,8,9-hexahydro-1H-2-oxa-5-aza-cyclohepta[f]inden-9-yl)-(2-methyl-2H-tetrazol-5-yl)-amine).